This data is from the Open Reaction Database (ORD), a public repository of structured organic reaction records. The task is: describe an organic reaction: reactants, conditions, products, and yield Starting materials: BrC=1C=C(CBr)C=C(C1)C (3-bromo-5-methylbenzyl bromide), C1N2CN3CN1CN(C2)C3 (hexamethylenetetramine), C(C)(=O)O (acetic acid), Cl (HCl). Run in O (H2O), O (H2O). The product is BrC=1C=C(C=O)C=C(C1)C (3-bromo-5-methylbenzaldehyde). Reaction SMILES: [Br:1][C:2]1[CH:3]=[C:4]([CH:7]=[C:8]([CH3:10])[CH:9]=1)[CH2:5]Br.C1N2CN3CN(C2)CN1C3.Cl.C(O)(=[O:24])C>O>[Br:1][C:2]1[CH:3]=[C:4]([CH:7]=[C:8]([CH3:10])[CH:9]=1)[CH:5]=[O:24]. Reported procedure: To 3-bromo-5-methylbenzyl bromide (Step A above) (5.49 g, 20 mmole) in glacial acetic acid (9.0 mL) and H2O` (9 mL) was added hexamethylenetetramine (4.50 g, 32 mmole) and the reaction was stirred at reflux for 2 hours. Concentrated HCl (7.0 mL) was added and the mixture was refluxed an additional 15 minutes. After cooling to room temperature, the reaction mixture was diluted with H2O (75 mL) and extracted with ether (150 mL). The ether layer was washed with H2O (3×25 mL), 10% NaHCO3 (2×50 mL) a... Procedure: 5-Ethoxycarbonyl-2-(α-bromoacetyl)pyrimidine and 3,4-diethoxythiobenzamide were subjected to the same reaction as in Example 1 and then to the same hydrolysis as in Example 147 to obtain 2-(3,4-diethoxyphenyl)-4-(5-carboxy-2-pyrimidyl)thiazole. RXN SMILES: C([O:3][C:4]([C:6]1[CH:7]=[N:8][C:9]([C:12](=O)[CH2:13]Br)=[N:10][CH:11]=1)=[O:5])C.[CH2:16]([O:18][C:19]1[CH:20]=[C:21]([CH:25]=[CH:26][C:27]=1[O:28][CH2:29][CH3:30])[C:22]([NH2:24])=[S:23])[CH3:17]>>[CH2:16]([O:18][C:19]1[CH:20]=[C:21]([C:22]2[S:23][CH:13]=[C:12]([C:9]3[N:10]=[CH:11][C:6]([C:4]([OH:3])=[O:5])=[CH:7][N:8]=3)[N:24]=2)[CH:25]=[CH:26][C:27]=1[O:28][CH2:29][CH3:30])[CH3:17]. Yields the product C(C)OC=1C=C(C=CC1OCC)C=1SC=C(N1)C1=NC=C(C=N1)C(=O)O (2-(3,4-diethoxyphenyl)-4-(5-carboxy-2-pyrimidyl)thiazole). The reactants are C(C)OC(=O)C=1C=NC(=NC1)C(CBr)=O (5-Ethoxycarbonyl-2-(α-bromoacetyl)pyrimidine), C(C)OC=1C=C(C(=S)N)C=CC1OCC (3,4-diethoxythiobenzamide). Yields the product C(C)N(C=1C=C(C=CC1)O)CC (3-diethylaminophenol). The yield is 76.0%. As a reaction SMILES: Cl[C:2]1[CH:7]=[CH:6][CH:5]=[CH:4][C:3]=1[OH:8].[NH2-].[Na+].[CH2:11]([NH:13][CH2:14][CH3:15])[CH3:12]>>[CH2:11]([N:13]([CH2:14][CH3:15])[C:7]1[CH:2]=[C:3]([OH:8])[CH:4]=[CH:5][CH:6]=1)[CH3:12] |f:1.2|. Reactants: ClC1=C(C=CC=C1)O (o-chlorophenol), [NH2-].[Na+] (sodium amide), C(C)NCC (diethylamine). Procedure details: 32.1 g (0.25 mol) of o-chlorophenol were slowly added dropwise under nitrogen to a mixture of 20.5 g (0.5 mol) of 95% by weight pure crystalline sodium amide and 750 ml of diethylamine. The reaction mixture was refluxed under nitrogen for 72 h with stirring. The workup comprised hydrolysis with 100 ml of saturated aqueous ammonium chloride solution, distillative removal of excess diethylamine, neutralization with dilute hydrochloric acid up to a pH of 7.5, extraction of the residue with a total ... Reactants: O (Water), BrC=1C(=NC(=C(C(=O)NCC(C)(O)C2CC2)C1)C(F)(F)F)OCC(F)(F)F (5-Bromo-N-(2-cyclopropyl-2-hydroxy-propyl)-6-(2,2,2-trifluoro-ethoxy)-2-trifluoromethyl-nicotinamide), ClC1=CC=C(C=C1)B(O)O (4-chlorophenylboronic acid), C([O-])([O-])=O.[Na+].[Na+] (sodium carbonate). The reagents and catalysts are C1=CC=C(C=C1)P([C-]2C=CC=C2)C3=CC=CC=C3.C1=CC=C(C=C1)P([C-]2C=CC=C2)C3=CC=CC=C3.Cl[Pd]Cl.[Fe+2].C(Cl)Cl ([1,1′-bis(diphenylphosphino)ferrocene]dichloropalladium(II) CH2Cl2). Run at temperature 90 celsius. Procedure details: 5-Bromo-N-(2-cyclopropyl-2-hydroxy-propyl)-6-(2,2,2-trifluoro-ethoxy)-2-trifluoromethyl-nicotinamide (0.09 g, 0.19 mmol) was dissolved in toluene (4 mL) and dimethylformamide (0.3 mL). To this solution was added with stirring [1,1′-bis(diphenylphosphino)ferrocene]dichloropalladium(II) CH2Cl2 (8 mg, 0.010 mmol), 4-chlorophenylboronic acid (32 mg, 0.20 mmol) and sodium carbonate solution (2M, 0.20 mL). This mixture was heated to 90° C. for 15 h and cooled to room temperature. Water (10 mL) was add... As a reaction SMILES: Br[C:2]1[C:3]([O:22][CH2:23][C:24]([F:27])([F:26])[F:25])=[N:4][C:5]([C:18]([F:21])([F:20])[F:19])=[C:6]([CH:17]=1)[C:7]([NH:9][CH2:10][C:11]([CH:14]1[CH2:16][CH2:15]1)([OH:13])[CH3:12])=[O:8].[Cl:28][C:29]1[CH:34]=[CH:33][C:32](B(O)O)=[CH:31][CH:30]=1.C(=O)([O-])[O-].[Na+].[Na+].O>C1(C)C=CC=CC=1.CN(C)C=O.C1C=CC(P(C2C=CC=CC=2)[C-]2C=CC=C2)=CC=1.C1C=CC(P(C2C=CC=CC=2)[C-]2C=CC=C2)=CC=1.Cl[Pd]Cl.[Fe+2].C(Cl)Cl>[Cl:28][C:29]1[CH:34]=[CH:33][C:32]([C:2]2[C:3]([O:22][CH2:23][C:24]([F:25])([F:26])[F:27])=[N:4][C:5]([C:18]([F:21])([F:20])[F:19])=[C:6]([CH:17]=2)[C:7]([NH:9][CH2:10][C:11]([CH:14]2[CH2:16][CH2:15]2)([OH:13])[CH3:12])=[O:8])=[CH:31][CH:30]=1 |f:2.3.4,8.9.10.11.12|. Yields the product ClC1=CC=C(C=C1)C=1C(=NC(=C(C(=O)NCC(C)(O)C2CC2)C1)C(F)(F)F)OCC(F)(F)F (5-(4-Chloro-phenyl)-N-(2-cyclopropyl-2-hydroxy-propyl)-6-(2,2,2-trifluoro-ethoxy)-2-trifluoromethyl-nicotinamide). Run in C1(=CC=CC=C1)C (toluene), CN(C=O)C (dimethylformamide). The yield is 56.1%. The reactants are [Si](C)(C)(C(C)(C)C)OC1CCC(CC1)C1=C(C=CC(=N1)C(=O)OC)F (methyl 6-(4-(tert-butyldimethylsilyloxy)cyclohexyl)-5-fluoropicolinate), [Li+].[OH-] (LiOH), Cl (HCl), C(C)(=O)OCC (ethyl acetate). Solvent: C1CCOC1.CO (THF MeOH). Reaction conditions: time 8 hour. The product is [Si](C)(C)(C(C)(C)C)OC1CCC(CC1)C1=C(C=CC(=N1)C(=O)O)F (6-(4-(tert-butyldimethylsilyloxy)cyclohexyl)-5-fluoropicolinic acid). Yield: 82.0%. As a reaction SMILES: [Si:1]([O:8][CH:9]1[CH2:14][CH2:13][CH:12]([C:15]2[N:20]=[C:19]([C:21]([O:23]C)=[O:22])[CH:18]=[CH:17][C:16]=2[F:25])[CH2:11][CH2:10]1)([C:4]([CH3:7])([CH3:6])[CH3:5])([CH3:3])[CH3:2].[Li+].[OH-].Cl.C(OCC)(=O)C>C1COCC1.CO>[Si:1]([O:8][CH:9]1[CH2:10][CH2:11][CH:12]([C:15]2[N:20]=[C:19]([C:21]([OH:23])=[O:22])[CH:18]=[CH:17][C:16]=2[F:25])[CH2:13][CH2:14]1)([C:4]([CH3:7])([CH3:6])[CH3:5])([CH3:3])[CH3:2] |f:1.2,5.6|. Reported procedure: To a solution of methyl 6-(4-(tert-butyldimethylsilyloxy)cyclohexyl)-5-fluoropicolinate (1.0 equiv.) in THF/MeOH (2:1, 0.09 M) was added LiOH (1.5 equiv.). The reaction mixture was stirred overnight at room temperature, then 1N HCl and ethyl acetate were added, the organic phase was washed with brine, dried over magnesium sulfate, filtered and concentrated to give 6-(4-(tert-butyldimethylsilyloxy)cyclohexyl)-5-fluoropicolinic acid as a mixture of isomers (3:1) in 82% yield. LC/MS=354.2 (M+H), Rt... The reactants are C(C1=CC=CC=C1)Br (benzyl bromide), N1CCC(C(=O)N)CC1 (isonipecotamide), C(=O)([O-])[O-].[K+].[K+] (K2CO3). Solvent: CN(C)C=O (DMF). Conditions: temperature 50 celsius, time 2 hour. Yields the product C(C1=CC=CC=C1)N1CCC(CC1)C(N)=O (1-Benzyl-4-carbamoylpiperidine). Yield: 62.5%. As a reaction SMILES: [CH2:1](Br)[C:2]1[CH:7]=[CH:6][CH:5]=[CH:4][CH:3]=1.[NH:9]1[CH2:17][CH2:16][CH:12]([C:13]([NH2:15])=[O:14])[CH2:11][CH2:10]1.C([O-])([O-])=O.[K+].[K+]>CN(C=O)C>[CH2:1]([N:9]1[CH2:17][CH2:16][CH:12]([C:13](=[O:14])[NH2:15])[CH2:11][CH2:10]1)[C:2]1[CH:7]=[CH:6][CH:5]=[CH:4][CH:3]=1 |f:2.3.4|. Reported procedure: 85.5 g of benzyl bromide are added dropwise at RT to a mixture of 58.2 g of isonipecotamide and 69 g of K2CO3 in 275 ml of DMF and the reaction mixture is stirred for 2 hours at 50° C. It is concentrated under vacuum, the residue is taken up with water and extracted with DCM, the organic phase is washed with water and dried over Na2SO4 and the solvent is evaporated off under vacuum to give 62 g of the expected product after crystallization from 300 ml of water and drying under vacuum. Starting materials: CCOc1cc(C=O)cc(Br)c1O, COC(=O)c1cccc(CBr)c1, [K+], [K+], O=C([O-])[O-], CN(C)C=O, O, O=C(O)CC(O)(CC(=O)O)C(=O)O. The product is CCOc1cc(C=O)cc(Br)c1OCc1cccc(C(=O)OC)c1. RXN SMILES: [Br:19][c:20]1[c:21]([OH:31])[c:22]([O:28][CH2:29][CH3:30])[cH:23][c:24]([CH:25]=[O:26])[cH:27]1.[CH3:1][O:2][C:3]([c:4]1[cH:5][c:6]([CH2:10][Br:11])[cH:7][cH:8][cH:9]1)=[O:12].[K+:13].[K+:14].[O-:15][C:16]([O-:17])=[O:18].[O:45]=[CH:46][N:47]([CH3:48])[CH3:49].[OH2:50].[OH:32][C:33]([CH2:34][C:35]([C:36](=[O:37])[OH:38])([CH2:39][C:40](=[O:41])[OH:42])[OH:43])=[O:44]>>[CH3:1][O:2][C:3]([c:4]1[cH:5][c:6]([CH2:10][O:31][c:21]2[c:20]([Br:19])[cH:27][c:24]([CH:25]=[O:26])[cH:23][c:22]2[O:28][CH2:29][CH3:30])[cH:7][cH:8][cH:9]1)=[O:12].